Dataset: the Open Reaction Database (ORD), a public repository of structured organic reaction records. Task: describe an organic reaction: reactants, conditions, products, and yield Starting materials: C(#C)[Si](C)(C)C (ethynyltrimethylsilane), BrC1=NC(=CC=C1N)C ((2-bromo-6-methyl-pyridin-3-yl)amine). The reagents and catalysts are Cl[Pd]([P](C1=CC=CC=C1)(C2=CC=CC=C2)C3=CC=CC=C3)([P](C4=CC=CC=C4)(C5=CC=CC=C5)C6=CC=CC=C6)Cl ((PPh3)2PdCl2). The solvent is C(C)N(CC)CC (triethylamine). Product: CC1=CC=C(C(=N1)C#C[Si](C)(C)C)N ((6-methyl-2-trimethylsilanylethynyl-pyridin-3-yl)amine). Isolated yield 37.6%. Reaction SMILES: Br[C:2]1[C:7]([NH2:8])=[CH:6][CH:5]=[C:4]([CH3:9])[N:3]=1.[C:10]([Si:12]([CH3:15])([CH3:14])[CH3:13])#[CH:11]>C(N(CC)CC)C.Cl[Pd](Cl)([P](C1C=CC=CC=1)(C1C=CC=CC=1)C1C=CC=CC=1)[P](C1C=CC=CC=1)(C1C=CC=CC=1)C1C=CC=CC=1>[CH3:9][C:4]1[N:3]=[C:2]([C:11]#[C:10][Si:12]([CH3:15])([CH3:14])[CH3:13])[C:7]([NH2:8])=[CH:6][CH:5]=1 |^1:25,44|. Reported procedure: Following the same procedure as described in Example 1, (2-bromo-6-methyl-pyridin-3-yl)amine (800 mg, 4.28 mmol) reacted with (PPh3)2PdCl2 (150 mg, 0.21 mmol), Cul (41 mg, 0.21 mmol) and ethynyltrimethylsilane (840 mg, 8.55 mmol) in triethylamine (30 ml). The crude residue was purified by flash chromatography (hexane/ethyl acetate 8:2) to yield 330 mg (1.61 mmol, 38%) of (6-methyl-2-trimethylsilanylethynyl-pyridin-3-yl)amine as a beige solid. Reactants: NCC(=O)OCc1ccccc1, ClCCl, CC(NC(=O)OC(C)(C)C)C(=O)Oc1cc(Cl)c(Cl)cc1Cl. The product is CC(NC(=O)OC(C)(C)C)C(=O)NCC(=O)OCc1ccccc1. Reaction SMILES: [CH2:23]([c:24]1[cH:25][cH:26][cH:27][cH:28][cH:29]1)[O:30][C:31]([CH2:32][NH2:33])=[O:34].[CH2:35]([Cl:36])[Cl:37].[Cl:1][c:2]1[cH:3][c:4]([Cl:5])[c:6]([Cl:7])[cH:8][c:9]1[O:10][C:11]([CH:12]([NH:13][C:14](=[O:15])[O:16][C:17]([CH3:18])([CH3:19])[CH3:20])[CH3:21])=[O:22]>>[O:10]=[C:11]([CH:12]([NH:13][C:14](=[O:15])[O:16][C:17]([CH3:18])([CH3:19])[CH3:20])[CH3:21])[NH:33][CH2:32][C:31]([O:30][CH2:23][c:24]1[cH:25][cH:26][cH:27][cH:28][cH:29]1)=[O:34]. The reactants are C(CCC#C)O (pent-4-yn-1-ol), C=O (paraformaldehyde), C(C)NCC (diethylamine), cupric acetate monohydrate, [OH-].[K+] (KOH). Solvent: O1CCOCC1 (dioxane). Reaction conditions: temperature 60 celsius. Product: C(C)N(CC#CCCCO)CC (6-diethylaminohex-4-yn-1-ol). Yield: 73.9%. Reaction SMILES: [CH2:1]=O.[CH2:3]([NH:5][CH2:6][CH3:7])[CH3:4].[CH2:8]([OH:13])[CH2:9][CH2:10][C:11]#[CH:12].[OH-].[K+]>O1CCOCC1>[CH2:3]([N:5]([CH2:6][CH3:7])[CH2:1][C:12]#[C:11][CH2:10][CH2:9][CH2:8][OH:13])[CH3:4] |f:3.4|. Procedure details: A mixture of paraformaldehyde (7.14 g, 238 mmol), diethylamine (27.6 ml, 260 mmol) and cupric acetate monohydrate (1 g) in dioxane (40 ml) was heated in an oil bath of 60° C. for 1 hour. When the solid material disappeared, pent-4-yn-1-ol (20 g, 238 mmol) was added and the heating at 95° C. was continued until the greenish suspension had been completely replaced by the thin brown precipitate (approximately 3 hours). After cooling to 20° C., the reaction mixture was poured into 10% aqueous KOH (4... The reactants are BrC=1C=CC(=NC1)CCCO (3-(5-bromopyridin-2-yl)propan-1-ol), [Br-].[Na+] (sodium bromide), CC1(CCCC(N1[O])(C)C)C (TEMPO), ClN1C(N(C(N(C1=O)Cl)=O)Cl)=O (trichloroisocyanuric acid), C([O-])(O)=O.[Na+] (sodium bicarbonate). The solvent is CC(=O)C (acetone). Conditions: temperature 0 celsius, time 4 hour. The product is BrC=1C=CC(=NC1)CCC(=O)O (3-(5-bromopyridin-2-yl)propionic acid). As a reaction SMILES: [Br:1][C:2]1[CH:3]=[CH:4][C:5]([CH2:8][CH2:9][CH2:10][OH:11])=[N:6][CH:7]=1.[Br-].[Na+].CC1(C)N([O])C(C)(C)CCC1.ClN1C(=[O:32])N(Cl)C(=O)N(Cl)C1=O.C(=O)(O)[O-].[Na+]>CC(C)=O>[Br:1][C:2]1[CH:3]=[CH:4][C:5]([CH2:8][CH2:9][C:10]([OH:32])=[O:11])=[N:6][CH:7]=1 |f:1.2,5.6,^1:17|. Procedure details: A mixture of 3-(5-bromopyridin-2-yl)propan-1-ol (2.07 g, 9.60 mmol, J. Org. Chem. 1988, 53, 386), sodium bromide (195 mg, 1.90 mmol), TEMPO (30 mg, 0.20 mmol), and trichloroisocyanuric acid (4.46 g, 19.2 mmol), acetone (90 mL) and 15% sodium bicarbonate (30 mL) was stirred at 0° C. for 15 minutes and rt for 4 h. The reaction was quenched with isopropanol (6 mL), and the resulting mixture was filtered through Celite. The filtrate was concentrated, and the resulting residue was partitioned between... Reactants: ClCCN1S(CCCC1)(=O)=O (2-(2-chloroethyl)tetrahydro-2H-1,2-thiazine 1,1-dioxide), [I-].[Na+] (sodium iodide). The solvent is CC(=O)C (acetone). Run at temperature 80 celsius. The product is ICCN1S(CCCC1)(=O)=O (2-(2-iodoethyl)tetrahydro-2H-1,2-thiazine 1,1-dioxide). Reaction SMILES: Cl[CH2:2][CH2:3][N:4]1[CH2:9][CH2:8][CH2:7][CH2:6][S:5]1(=[O:11])=[O:10].[I-:12].[Na+]>CC(C)=O>[I:12][CH2:2][CH2:3][N:4]1[CH2:9][CH2:8][CH2:7][CH2:6][S:5]1(=[O:11])=[O:10] |f:1.2|. Procedure: To a solution of 2-(2-chloroethyl)tetrahydro-2H-1,2-thiazine 1,1-dioxide (1.3 g, 6.6 mmol) in acetone (13 mL) was added sodium iodide (4.9 g, 33 mmol). The reaction mixture was heated at 80° C. overnight. The reaction mixture was cooled to room temperature and filtered. The filtrate was concentrated in vacuo. The solids were taken up in dichloromethane and filtered. The filtrate was concentrated and chromatographed (0 to 5%, methanol in dichloromethane) to provide 2-(2-iodoethyl)tetrahydro-2H-1,... Starting materials: COC=1C=C(C=CC1OC)NC=1N=CC2=C(C3=C(NC(C2)=O)C=C(C=C3)I)N1 (2-(3,4-dimethoxy-phenylamino)-9-iodo-5H,7H-benzo[b]pyrimido[4,5-d]azepin-6-one), crude product, Cl (HCl), CNCC#C (N-methylprop-2-yn-1-amine), COC=1C=C(C=CC1OC)NC=1N=CC2=C(C3=C(NC(C2)=O)C=C(C=C3)C#CCNC)N1 (2-(3,4-dimethoxy-phenylamino)-9-(3-methylamino-prop-1-ynyl)-5H,7H-benzo[b]pyrimido[4,5-d]azepin-6-one). Yields the product COC=1C=C(C=CC1OC)NC=1N=CC2=C(C3=C(NC(C2)=O)C=C(C=C3)CCCNC)N1 (2-(3,4-Dimethoxy-phenylamino)-9-(3-methylamino-propyl)-5H,7H-benzo[b]pyrimido[4,5-d]azepin-6-one). Reaction SMILES: COC1C=C(NC2N=CC3CC(=O)NC4C=C(I)C=CC=4C=3N=2)C=CC=1OC.CNCC#C.[CH3:34][O:35][C:36]1[CH:37]=[C:38]([NH:44][C:45]2[N:46]=[CH:47][C:48]3[CH2:54][C:53](=[O:55])[NH:52][C:51]4[CH:56]=[C:57]([C:60]#[C:61][CH2:62][NH:63][CH3:64])[CH:58]=[CH:59][C:50]=4[C:49]=3[N:65]=2)[CH:39]=[CH:40][C:41]=1[O:42][CH3:43].Cl>>[CH3:34][O:35][C:36]1[CH:37]=[C:38]([NH:44][C:45]2[N:46]=[CH:47][C:48]3[CH2:54][C:53](=[O:55])[NH:52][C:51]4[CH:56]=[C:57]([CH2:60][CH2:61][CH2:62][NH:63][CH3:64])[CH:58]=[CH:59][C:50]=4[C:49]=3[N:65]=2)[CH:39]=[CH:40][C:41]=1[O:42][CH3:43]. Reported procedure: In a manner similar to that described for Method O, 2-(3,4-dimethoxy-phenylamino)-9-iodo-5H,7H-benzo[b]pyrimido[4,5-d]azepin-6-one (I-30) and N-methylprop-2-yn-1-amine were converted to 2-(3,4-dimethoxy-phenylamino)-9-(3-methylamino-prop-1-ynyl)-5H,7H-benzo[b]pyrimido[4,5-d]azepin-6-one. The crude product (unstable) was carried on in a similar manner to that described for Method P to give I-87, which was converted to the HCl salt (40%): MS Rt=0.98 min, m/z=434 (M+H). Yields the product O=C(NC(CS(=O)(=O)c1ccc(Oc2ccccc2)cc1)C(=O)NO)OCc1ccccc1. As a reaction SMILES: [CH2:1]([c:2]1[cH:3][cH:4][cH:5][cH:6][cH:7]1)[O:8][C:9](=[O:10])[NH:11][CH:12]([C:13](=[O:14])[NH:15][O:16][C:17]([CH3:18])([CH3:19])[CH3:20])[CH2:21][S:22](=[O:23])(=[O:24])[c:25]1[cH:26][cH:27][c:28]([O:31][c:32]2[cH:33][cH:34][cH:35][cH:36][cH:37]2)[cH:29][cH:30]1.[CH2:38]([Cl:39])[Cl:40].[OH:41][C:42]([C:43]([F:44])([F:45])[F:46])=[O:47]>>[CH2:1]([c:2]1[cH:3][cH:4][cH:5][cH:6][cH:7]1)[O:8][C:9](=[O:10])[NH:11][CH:12]([C:13](=[O:14])[NH:15][OH:16])[CH2:21][S:22](=[O:23])(=[O:24])[c:25]1[cH:26][cH:27][c:28]([O:31][c:32]2[cH:33][cH:34][cH:35][cH:36][cH:37]2)[cH:29][cH:30]1. The reactants are CC(C)(C)ONC(=O)C(CS(=O)(=O)c1ccc(Oc2ccccc2)cc1)NC(=O)OCc1ccccc1, ClCCl, O=C(O)C(F)(F)F.